Dataset: the Open Reaction Database (ORD), a public repository of structured organic reaction records. Task: describe an organic reaction: reactants, conditions, products, and yield The reactants are O=C(Cl)C1CC1, CCN(C(C)C)C(C)C, ClCCl, Cl, Cn1ncc2c1Nc1cc(Cl)ccc1N(C(=O)c1ccc(CN)c(Cl)c1)C2. The product is Cn1ncc2c1Nc1cc(Cl)ccc1N(C(=O)c1ccc(CNC(=O)C3CC3)c(Cl)c1)C2. RXN SMILES: [CH:1]1([C:4](=[O:5])[Cl:6])[CH2:2][CH2:3]1.[CH:35]([N:36]([CH2:37][CH3:38])[CH:39]([CH3:40])[CH3:41])([CH3:42])[CH3:43].[Cl:44][CH2:45][Cl:46].[ClH:7].[NH2:8][CH2:9][c:10]1[c:11]([Cl:34])[cH:12][c:13]([C:16](=[O:17])[N:18]2[c:19]3[c:20]([cH:29][c:30]([Cl:33])[cH:31][cH:32]3)[NH:21][c:22]3[n:23]([CH3:28])[n:24][cH:25][c:26]3[CH2:27]2)[cH:14][cH:15]1>>[CH:1]1([C:4](=[O:5])[NH:8][CH2:9][c:10]2[c:11]([Cl:34])[cH:12][c:13]([C:16](=[O:17])[N:18]3[c:19]4[c:20]([cH:29][c:30]([Cl:33])[cH:31][cH:32]4)[NH:21][c:22]4[n:23]([CH3:28])[n:24][cH:25][c:26]4[CH2:27]3)[cH:14][cH:15]2)[CH2:2][CH2:3]1. Reactants: O=[N+]([O-])c1ccc(O)cc1Br, O=C([O-])[O-], CI, CN(C)C=O, [Cs+], [Cs+], O. The product is COc1ccc([N+](=O)[O-])c(Br)c1. RXN SMILES: [Br:1][c:2]1[cH:3][c:4]([OH:11])[cH:5][cH:6][c:7]1[N+:8](=[O:9])[O-:10].[C:12](=[O:13])([O-:14])[O-:15].[CH3:18][I:19].[CH3:21][N:22]([CH3:23])[CH:24]=[O:25].[Cs+:16].[Cs+:17].[OH2:20]>>[Br:1][c:2]1[cH:3][c:4]([O:11][CH3:12])[cH:5][cH:6][c:7]1[N+:8](=[O:9])[O-:10]. Starting materials: C(C)(=O)OCC (Ethyl acetate), C1(=CC=CC=C1)C(CC)C1=CC=CC=C1 (3,3-diphenylpropane), C(=O)([O-])[O-].[K+].[K+] (K2CO3), BrCC(=O)OC (methyl bromacetate), CN(C=O)C (dimethyl formamide). The solvent is O (water). Product: C1(=CC=CC=C1)C(C(C)NCC(=O)OC)C1=CC=CC=C1 (3,3-diphenyl-2-(N -((carbomethoxy)methyl)amino)propane). RXN SMILES: [C:1]1([CH:7]([C:10]2[CH:15]=[CH:14][CH:13]=[CH:12][CH:11]=2)[CH2:8][CH3:9])[CH:6]=[CH:5][CH:4]=[CH:3][CH:2]=1.C([O-])([O-])=O.[K+].[K+].Br[CH2:23][C:24]([O:26][CH3:27])=[O:25].C(OCC)(=O)C.C[N:35](C)C=O>O>[C:1]1([CH:7]([C:10]2[CH:11]=[CH:12][CH:13]=[CH:14][CH:15]=2)[CH:8]([NH:35][CH2:23][C:24]([O:26][CH3:27])=[O:25])[CH3:9])[CH:6]=[CH:5][CH:4]=[CH:3][CH:2]=1 |f:1.2.3|. Procedure details: 2-Amino-1-(3,5-bis(trifiuoromethyl)phenyl)methyloxy)-3,3-diphenylpropane (0.365 g, Example 1f, liberated from its hydrochloride salt by partitioning between ethyl acetate and 10% aqueous sodium carbonate solution followed by drying (MgSO4) and evaporation in vacuo), K2CO3 (0.5 g), and methyl bromacetate (1.23 g) were stirred in dimethyl formamide (5 ml) for 30 minutes. Ethyl acetate (50 ml) and water (50 ml) were added and the organic phase was washed further with water (50 ml), saturated brine ...